Dataset: the Open Reaction Database (ORD), a public repository of structured organic reaction records. Task: describe an organic reaction: reactants, conditions, products, and yield Reactants: O=C(CNC(=O)c1cccc(C(F)(F)F)c1)NC1CCN(Cc2ccc(Cl)cc2)C1, [OH-], [OH-], [Pd+2]. Product: O=C(CNC(=O)c1cccc(C(F)(F)F)c1)NC1CCNC1. As a reaction SMILES: [Cl:1][c:2]1[cH:3][cH:4][c:5]([CH2:6][N:7]2[CH2:8][CH:9]([NH:12][C:13]([CH2:14][NH:15][C:16]([c:17]3[cH:18][c:19]([C:23]([F:24])([F:25])[F:26])[cH:20][cH:21][cH:22]3)=[O:27])=[O:28])[CH2:10][CH2:11]2)[cH:29][cH:30]1.[OH-:31].[OH-:32].[Pd+2:33]>>[NH:7]1[CH2:8][CH:9]([NH:12][C:13]([CH2:14][NH:15][C:16]([c:17]2[cH:18][c:19]([C:23]([F:24])([F:25])[F:26])[cH:20][cH:21][cH:22]2)=[O:27])=[O:28])[CH2:10][CH2:11]1. The reactants are CC(C)(C)OC(=O)N1CCC(CCN)CC1, O=C(NC1CC1)c1cccc2sc(-c3nc(NCCC4CCNCC4)ncc3Br)cc12, Cc1cnc(Cl)nc1-c1cc2ccc(C(=O)N3CCOCC3)cc2s1. Yields the product Cc1cnc(NCCC2CCNCC2)nc1-c1cc2ccc(C(=O)N3CCOCC3)cc2s1. As a reaction SMILES: [C:57]([O:58][C:59]([N:60]1[CH2:61][CH2:62][CH:63]([CH2:64][CH2:65][NH2:66])[CH2:67][CH2:68]1)=[O:69])([CH3:70])([CH3:71])[CH3:72].[CH:1]1([NH:2][C:3]([c:4]2[c:5]3[cH:6][c:7](-[c:8]4[c:9]([Br:10])[cH:11][n:12][c:13]([NH:23][CH2:24][CH2:25][CH:26]5[CH2:27][CH2:28][NH:29][CH2:30][CH2:31]5)[n:14]4)[s:15][c:16]3[cH:17][cH:18][cH:19]2)=[O:20])[CH2:21][CH2:22]1.[Cl:32][c:33]1[n:34][cH:35][c:36]([CH3:56])[c:37](-[c:39]2[cH:40][c:41]3[c:42]([s:43]2)[cH:44][c:45]([C:48](=[O:49])[N:50]2[CH2:51][CH2:52][O:53][CH2:54][CH2:55]2)[cH:46][cH:47]3)[n:38]1>>[NH:23]([CH2:24][CH2:25][CH:26]1[CH2:27][CH2:28][NH:29][CH2:30][CH2:31]1)[c:33]1[n:34][cH:35][c:36]([CH3:56])[c:37](-[c:39]2[cH:40][c:41]3[c:42]([s:43]2)[cH:44][c:45]([C:48](=[O:49])[N:50]2[CH2:51][CH2:52][O:53][CH2:54][CH2:55]2)[cH:46][cH:47]3)[n:38]1.